From a dataset of the Open Reaction Database (ORD), a public repository of structured organic reaction records. describe an organic reaction: reactants, conditions, products, and yield RXN SMILES: [C:1](=[O:2])([c:3]1[nH:4][cH:5][cH:6][n:7]1)[c:8]1[nH:9][cH:10][cH:11][n:12]1.[CH2:31]([Cl:32])[Cl:33].[CH:13]1([CH2:19][OH:20])[CH2:14][CH2:15][CH2:16][CH2:17][CH2:18]1.[F:21][c:22]1[cH:23][cH:24][c:25]([CH2:28][CH2:29][NH2:30])[cH:26][cH:27]1>>[C:1](=[O:2])([O:20][CH2:19][CH:13]1[CH2:14][CH2:15][CH2:16][CH2:17][CH2:18]1)[NH:30][CH2:29][CH2:28][c:25]1[cH:24][cH:23][c:22]([F:21])[cH:27][cH:26]1. Starting materials: O=C(c1ncc[nH]1)c1ncc[nH]1, ClCCl, OCC1CCCCC1, NCCc1ccc(F)cc1. The product is O=C(NCCc1ccc(F)cc1)OCC1CCCCC1. The reactants are CN1CCN(CC1)C1=C(C=O)C=CC=C1 (2-(4-methylpiperazin-1-yl)-benzaldehyde), ClC1=CC=C(CN2C(NCC2=O)=O)C=C1 (3-(4-chlorobenzyl)-imidazolidine-2,4-dione), [H-].[Na+] (sodium hydride). Solvent: O1CCCC1 (THF), hexanes, O1CCCC1 (tetrahydrofuran). The product is ClC1=CC=C(CN2C(NC(C2=O)=CC2=C(C=CC=C2)N2CCN(CC2)C)=O)C=C1 (3-(4-Chlorobenzyl)-5-[2-(4-methylpiperazin-1-yl)-benzylidene]-imidazolidine-2,4-dione). As a reaction SMILES: [H-].[Na+].[Cl:3][C:4]1[CH:17]=[CH:16][C:7]([CH2:8][N:9]2[C:13](=[O:14])[CH2:12][NH:11][C:10]2=[O:15])=[CH:6][CH:5]=1.[CH3:18][N:19]1[CH2:24][CH2:23][N:22]([C:25]2[CH:32]=[CH:31][CH:30]=[CH:29][C:26]=2[CH:27]=O)[CH2:21][CH2:20]1>O1CCCC1>[Cl:3][C:4]1[CH:17]=[CH:16][C:7]([CH2:8][N:9]2[C:13](=[O:14])[C:12](=[CH:27][C:26]3[CH:29]=[CH:30][CH:31]=[CH:32][C:25]=3[N:22]3[CH2:21][CH2:20][N:19]([CH3:18])[CH2:24][CH2:23]3)[NH:11][C:10]2=[O:15])=[CH:6][CH:5]=1 |f:0.1|. Procedure: Under a nitrogen atmosphere in a flame-dried flask, sodium hydride (43 mg, 1.07 mmol, 60% oil dispersion) was washed with hexanes and then treated with tetrahydrofuran (THF) (8 mL), followed by 3-(4-chlorobenzyl)-imidazolidine-2,4-dione (235 mg, 1.04 mmol) and 2-(4-methylpiperazin-1-yl)-benzaldehyde (209 mg, 1.02 mmol), and an additional 2 mL of THF. After refluxing the mixture overnight, the solvent was removed and the residue was treated with aqueous ammonium chloride and aqueous sodium bicarb... Starting materials: C1(CCC1)CC1(C(C(=C(C2=CC=CC=C12)O)C1=NS(C2=C(N1)C=CC(=C2)NC(OC(C)(C)C)=O)(=O)=O)=O)C (tert-butyl 3-[4-(cyclobutylmethyl)-1-hydroxy-4-methyl-3-oxo-3,4-dihydronaphthalen-2-yl]-1,1-dioxido-4H-1,2,4-benzothiadiazin-7-ylcarbamate), FC(C(=O)O)(F)F (trifluoroacetic acid). The solvent is ClCCl (dichloromethane). Yields the product NC1=CC2=C(NC(=NS2(=O)=O)C=2C(C(C3=CC=CC=C3C2O)(C)CC2CCC2)=O)C=C1 (3-(7-amino-1,1-dioxido-4H-1,2,4-benzothiadiazin-3-yl)-1-(cyclobutylmethyl)-4-hydroxy-1-methylnaphthalen-2(1H)-one). RXN SMILES: [CH:1]1([CH2:5][C:6]2([CH3:38])[C:15]3[C:10](=[CH:11][CH:12]=[CH:13][CH:14]=3)[C:9]([OH:16])=[C:8]([C:17]3[NH:22][C:21]4[CH:23]=[CH:24][C:25]([NH:27]C(=O)OC(C)(C)C)=[CH:26][C:20]=4[S:19](=[O:36])(=[O:35])[N:18]=3)[C:7]2=[O:37])[CH2:4][CH2:3][CH2:2]1.FC(F)(F)C(O)=O>ClCCl>[NH2:27][C:25]1[CH:24]=[CH:23][C:21]2[NH:22][C:17]([C:8]3[C:7](=[O:37])[C:6]([CH2:5][CH:1]4[CH2:4][CH2:3][CH2:2]4)([CH3:38])[C:15]4[C:10]([C:9]=3[OH:16])=[CH:11][CH:12]=[CH:13][CH:14]=4)=[N:18][S:19](=[O:36])(=[O:35])[C:20]=2[CH:26]=1. Procedure: A solution of Example 55H (0.105 g, 0.195 mmol) in dichloromethane (2 mL) was treated with trifluoroacetic acid (2 mL) at room temperature for 1 hour. After concentrating in. vacuo, the resulting oil was partitioned between ethyl acetate and NaHCO3(aq,), the organic layer was removed and the bicarb layer extracted 3× with ethyl acetate. The combined organic layers were dried over MgSO4, filtered, and concentrated in. vacuo. to yield a solid that was used without further purification. 1H NMR (300... The reactants are BrC1=C(C=CC=C1C)C(=O)N1CCCC1 ((2-bromo-3-methylphenyl)(pyrrolidin-1-yl)methanone), COC1=CC=C(CNC2=NC3=CC=C(C=C3C=C2N2[C@@H](COCC2)C)B2OC(C(O2)(C)C)(C)C)C=C1 ((R)—N-(4-methoxybenzyl)-3-(3-methylmorpholino)-6-(4,4,5,5-tetramethyl-1,3,2-dioxaborolan-2-yl)quinolin-2-amine), P(=O)([O-])([O-])[O-].[K+].[K+].[K+] (potassium phosphate), C1(CCCCC1)P(C1=C(C=CC=C1)C1=C(C=C(C=C1CCC)CCC)CCC)C1CCCCC1 (2-(dicyclohexylphosphino)-2′,4′,6′,-tri-1-propyl-1,1′-biphenyl), C(=O)(C(F)(F)F)O (TFA). Reagents/catalysts: C=1C=CC(=CC1)/C=C/C(=O)/C=C/C2=CC=CC=C2.C=1C=CC(=CC1)/C=C/C(=O)/C=C/C2=CC=CC=C2.C=1C=CC(=CC1)/C=C/C(=O)/C=C/C2=CC=CC=C2.[Pd].[Pd] (Pd2(dba)3). Reaction conditions: temperature 140 celsius. Yields the product NC1=NC2=CC=C(C=C2C=C1N1[C@@H](COCC1)C)C1=C(C=CC=C1C)C(=O)N1CCCC1 ((R)-(2-(2-amino-3-(3-methylmorpholino)quinolin-6-yl)-3-methylphenyl)(pyrrolidin-1-yl)methanone). Reaction SMILES: Br[C:2]1[C:7]([CH3:8])=[CH:6][CH:5]=[CH:4][C:3]=1[C:9]([N:11]1[CH2:15][CH2:14][CH2:13][CH2:12]1)=[O:10].COC1C=CC(C[NH:23][C:24]2[C:33]([N:34]3[CH2:39][CH2:38][O:37][CH2:36][C@H:35]3[CH3:40])=[CH:32][C:31]3[C:26](=[CH:27][CH:28]=[C:29](B4OC(C)(C)C(C)(C)O4)[CH:30]=3)[N:25]=2)=CC=1.P([O-])([O-])([O-])=O.[K+].[K+].[K+].C1(P(C2CCCCC2)C2C=CC=CC=2C2C(CCC)=CC(CCC)=CC=2CCC)CCCCC1.C(O)(C(F)(F)F)=O>C1C=CC(/C=C/C(/C=C/C2C=CC=CC=2)=O)=CC=1.C1C=CC(/C=C/C(/C=C/C2C=CC=CC=2)=O)=CC=1.C1C=CC(/C=C/C(/C=C/C2C=CC=CC=2)=O)=CC=1.[Pd].[Pd]>[NH2:23][C:24]1[C:33]([N:34]2[CH2:39][CH2:38][O:37][CH2:36][C@H:35]2[CH3:40])=[CH:32][C:31]2[C:26](=[CH:27][CH:28]=[C:29]([C:2]3[C:7]([CH3:8])=[CH:6][CH:5]=[CH:4][C:3]=3[C:9]([N:11]3[CH2:15][CH2:14][CH2:13][CH2:12]3)=[O:10])[CH:30]=2)[N:25]=1 |f:2.3.4.5,8.9.10.11.12|. Procedure: A mixture of (2-bromo-3-methylphenyl)(pyrrolidin-1-yl)methanone (0.115 g, 0.429 mmol), (R)—N-(4-methoxybenzyl)-3-(3-methylmorpholino)-6-(4,4,5,5-tetramethyl-1,3,2-dioxaborolan-2-yl)quinolin-2-amine (0.07 g, 0.143 mmol), potassium phosphate, anhydrous (0.121 g, 0.572 mmol), 2-(dicyclohexylphosphino)-2′,4′,6′,-tri-1-propyl-1,1′-biphenyl (0.014 g, 0.029 mmol), and Pd2(dba)3 (0.013 g, 0.014 mmol) was purged with N2 followed by the addition of degassed dioxane (1 mL) and degassed water (0.5 mL). The ...